From a dataset of the Open Reaction Database (ORD), a public repository of structured organic reaction records. describe an organic reaction: reactants, conditions, products, and yield Reactants: COC1=C(C=CC=C1)C=1N=C(SC1)N1N=CC(=C1C(F)(F)F)C(=O)OCC (Ethyl 1-[4-(2-methoxyphenyl)-1,3-thiazol-2-yl]-5-(trifluoromethyl)-1H-pyrazole-4-carboxylate), B(Br)(Br)Br (BBr3). Run in C(Cl)Cl (DCM). Conditions: time 1 hour. The product is OC1=C(C=CC=C1)C=1N=C(SC1)N1N=CC(=C1C(F)(F)F)C(=O)OCC (Ethyl 1-[4-(2-hydroxyphenyl)-1,3-thiazol-2-yl]-5-(trifluoromethyl)-1H-pyrazole-4-carboxylate). Reaction SMILES: C[O:2][C:3]1[CH:8]=[CH:7][CH:6]=[CH:5][C:4]=1[C:9]1[N:10]=[C:11]([N:14]2[C:18]([C:19]([F:22])([F:21])[F:20])=[C:17]([C:23]([O:25][CH2:26][CH3:27])=[O:24])[CH:16]=[N:15]2)[S:12][CH:13]=1.B(Br)(Br)Br>C(Cl)Cl>[OH:2][C:3]1[CH:8]=[CH:7][CH:6]=[CH:5][C:4]=1[C:9]1[N:10]=[C:11]([N:14]2[C:18]([C:19]([F:22])([F:21])[F:20])=[C:17]([C:23]([O:25][CH2:26][CH3:27])=[O:24])[CH:16]=[N:15]2)[S:12][CH:13]=1. Procedure: To a cooled (0° C.) solution of the title compound from Example 17 Step A (353 mg, 0.888 mmol) in DCM (6.3 ml) was added BBr3 (2.67 ml, 1.0 M in DCM, 2.67 mmol) dropwise. After the addition was complete, the mixture was allowed to warm up to ambient temperature. After 1 h, the reaction mixture was quenched by addition of sat. aq. NaHCO3 and extracted with DCM. The organic phase was separated and concentrated in vacuo. Purification by flash chromatography on silica gel (0 to 60% EtOAc in hexanes)... Reactants: N(CC(=O)O)C(=O)OCC1=CC=CC=C1 (Z-Gly-OH), C1CCOC1 (THF), CCN(C(C)C)C(C)C (DIEA), [B-](F)(F)(F)F.CN(C)C(=[N+](C)C)ON1C(=O)CCC1=O (TSTU). Solvent: CCOC(=O)C (AcOEt). Reaction conditions: time 2 hour. The product is N(CC(=O)ON1C(=O)CCC1=O)C(=O)OCC1=CC=CC=C1 (Z-Gly-OSu). Yield: 91.5%. Reaction SMILES: [NH:1]([C:6]([O:8][CH2:9][C:10]1[CH:15]=[CH:14][CH:13]=[CH:12][CH:11]=1)=[O:7])[CH2:2][C:3]([OH:5])=[O:4].C1COCC1.CCN(C(C)C)C(C)C.[B-](F)(F)(F)F.CN(C(O[N:43]1[C:48](=[O:49])[CH2:47][CH2:46][C:44]1=[O:45])=[N+](C)C)C>CCOC(C)=O>[NH:1]([C:6]([O:8][CH2:9][C:10]1[CH:15]=[CH:14][CH:13]=[CH:12][CH:11]=1)=[O:7])[CH2:2][C:3]([O:5][N:43]1[C:48](=[O:49])[CH2:47][CH2:46][C:44]1=[O:45])=[O:4] |f:3.4|. Procedure details: Z-Gly-OH (1.0 g, 4.78 mmol) was added THF (10 ml), DIEA (0.98 ml, 5.74 mmol), and TSTU (1.7 g, 5.74 mmol) and the resulting mixture was stirred at room temperature for 2 hours. AcOEt (100 ml) was added and the mixture was washed with 0.2N hydrochloric acid (100 ml) and water (2×100 ml). The organic phase was dried (Na2SO4) and concentrated in vacuo to afford 1.34 g (92%) of Z-Gly-OSu as an oil.